This data is from the Open Reaction Database (ORD), a public repository of structured organic reaction records. The task is: describe an organic reaction: reactants, conditions, products, and yield Starting materials: C1CCOC1, CO, CNc1nc2cc([N+](=O)[O-])ccc2s1, CCOC(C)=O, O, Cl[Sn]Cl. Yields the product CNc1nc2cc(N)ccc2s1. RXN SMILES: [CH2:21]1[O:22][CH2:23][CH2:24][CH2:25]1.[CH3:18][OH:19].[CH3:1][NH:2][c:3]1[s:4][c:5]2[c:6]([n:7]1)[cH:8][c:9]([N+:12]([O-:13])=[O:14])[cH:10][cH:11]2.[CH3:26][CH2:27][O:28][C:29](=[O:30])[CH3:31].[OH2:20].[Sn:15]([Cl:16])[Cl:17]>>[CH3:1][NH:2][c:3]1[s:4][c:5]2[c:6]([n:7]1)[cH:8][c:9]([NH2:12])[cH:10][cH:11]2. The reactants are C(C=C)C1(C(N(C2=NC=CC=C21)COCC[Si](C)(C)C)=O)CC=C (3,3-Diallyl-1-{[2-(trimethylsilyl)ethoxy]methyl}-1,3-dihydro-2H-pyrrolo[2,3-b]pyridin-2-one). Procedure: A mixture of 3,3-diallyl-1-{[2-(trimethylsilyl)ethoxy]methyl}-1,3-dihydro-2H-pyrrolo[2,3-b]pyridin-2-one from Step D (1.02 g, 2.96 mmol) and Grubbs second generation catalyst (37 mg, 0.045 mmol) in DCE (60 mL) was heated at reflux for 3.5 h. The mixture was concentrated in vacuo and purified by silica gel chromatography, eluting with a gradient of hexane:EtOAc—100:0 to 75:25, to give the title compound. MS: m/z=317 (M+1). The reagents and catalysts are Cl[Ru]([P](C1CCCCC1)(C2CCCCC2)C3CCCCC3)(=CC4=CC=CC=C4)(Cl)=C5N(C6=C(C)C=C(C)C=C6C)CCN5C7=C(C)C=C(C)C=C7C (Grubbs second generation). Product: C[Si](CCOCN1C(C2(C=3C1=NC=CC3)CC=CC2)=O)(C)C (1′-{[2-(Trimethylsilyl)ethoxy]methyl}spiro[cyclopent-3-ene-1,3′-pyrrolo[2,3-b]pyridin]-2′(1′H)-one). The solvent is ClCCCl (DCE). As a reaction SMILES: [CH2:1]([C:4]1([CH2:22][CH:23]=C)[C:12]2[C:7](=[N:8][CH:9]=[CH:10][CH:11]=2)[N:6]([CH2:13][O:14][CH2:15][CH2:16][Si:17]([CH3:20])([CH3:19])[CH3:18])[C:5]1=[O:21])[CH:2]=C>Cl[Ru](=C1N(C2C(C)=CC(C)=CC=2C)CCN1C1C(C)=CC(C)=CC=1C)(Cl)(=CC1C=CC=CC=1)[P](C1CCCCC1)(C1CCCCC1)C1CCCCC1.ClCCCl>[CH3:20][Si:17]([CH3:18])([CH3:19])[CH2:16][CH2:15][O:14][CH2:13][N:6]1[C:7]2=[N:8][CH:9]=[CH:10][CH:11]=[C:12]2[C:4]2([CH2:1][CH:2]=[CH:23][CH2:22]2)[C:5]1=[O:21] |^1:57|. The reactants are O=C([O-])[O-], CCOC(C)=O, Cc1ccccc1, O=C(COCc1ccccc1)N1CCN(Cc2ccnc(Cl)c2)CC1, [Cs+], [Cs+], Nc1cc2ccccc2cn1. Product: O=C(COCc1ccccc1)N1CCN(Cc2ccnc(Nc3cc4ccccc4cn3)c2)CC1. RXN SMILES: [C:37](=[O:38])([O-:39])[O-:40].[CH3:43][CH2:44][O:45][C:46]([CH3:47])=[O:48].[CH3:49][c:50]1[cH:51][cH:52][cH:53][cH:54][cH:55]1.[Cl:1][c:2]1[n:3][cH:4][cH:5][c:6]([CH2:8][N:9]2[CH2:10][CH2:11][N:12]([C:15]([CH2:16][O:17][CH2:18][c:19]3[cH:20][cH:21][cH:22][cH:23][cH:24]3)=[O:25])[CH2:13][CH2:14]2)[cH:7]1.[Cs+:41].[Cs+:42].[NH2:26][c:27]1[n:28][cH:29][c:30]2[cH:31][cH:32][cH:33][cH:34][c:35]2[cH:36]1>>[c:2]1([NH:26][c:27]2[n:28][cH:29][c:30]3[cH:31][cH:32][cH:33][cH:34][c:35]3[cH:36]2)[n:3][cH:4][cH:5][c:6]([CH2:8][N:9]2[CH2:10][CH2:11][N:12]([C:15]([CH2:16][O:17][CH2:18][c:19]3[cH:20][cH:21][cH:22][cH:23][cH:24]3)=[O:25])[CH2:13][CH2:14]2)[cH:7]1. Reactants: ClCC=CCCOC(C)C (1-chloro-5-isopropoxy-2-pentene), NC(=S)N (thiourea), [OH-].[Na+] (caustic soda). The solvent is O (water). Reaction conditions: time 30 minute. The product is C(C)(C)OCCC=CCS (5-Isopropoxy-2-penten-1-thiol). RXN SMILES: Cl[CH2:2][CH:3]=[CH:4][CH2:5][CH2:6][O:7][CH:8]([CH3:10])[CH3:9].NC(N)=[S:13].[OH-].[Na+]>O>[CH:8]([O:7][CH2:6][CH2:5][CH:4]=[CH:3][CH2:2][SH:13])([CH3:10])[CH3:9] |f:2.3|. Reported procedure: A mixture of 8.1 g (0.05 mol) of 1-chloro-5-isopropoxy-2-pentene, 3.8 g (0.05 mol) of thiourea, and 5 cc of water are heated to 98° during the course of 35 minutes and stirred at this temperature for 30 minutes. The homogeneous reaction mixture is cooled to 60° and 10 cc (0.05 mol) of 5N caustic soda solution are added dropwise at this temperature. The mixture which again has rendered heterogeneous is heated to 100° with stirring, is cooled after 5 minutes and poured on water The reaction mixtur... Reactants: BrCC(=O)OCC (ethyl bromacetate), C([O-])([O-])=O.[K+].[K+] (potassium carbonate), Cl (hydrochloride), C(C1=CC=CC=C1)(C1=CC=CC=C1)(C1=CC=CC=C1)NC=1SC=C(N1)C(C(=O)OCC)=NO (ethyl 2-(2-tritylamino-4-thiazolyl)-2-hydroxyimino-acetate), CN(C=O)C (dimethylformamide). Run in C(C)(=O)OCC (ethyl acetate), O (water). Run at time 15 minute. Yields the product C(C1=CC=CC=C1)(C1=CC=CC=C1)(C1=CC=CC=C1)NC=1SC=C(N1)C(C(=O)OCC)=NOC(C(=O)O)CC (ethyl 2-(2-tritylamino-4-thiazolyl)-2-(ethylcarboxymethyloxyimino)-acetate). RXN SMILES: [C:1](=[O:4])([O-])[O-:2].[K+].[K+].Cl.[C:8]([NH:27][C:28]1[S:29][CH:30]=[C:31]([C:33](=[N:39][OH:40])[C:34]([O:36][CH2:37][CH3:38])=[O:35])[N:32]=1)([C:21]1[CH:26]=[CH:25][CH:24]=[CH:23][CH:22]=1)([C:15]1[CH:20]=[CH:19][CH:18]=[CH:17][CH:16]=1)[C:9]1[CH:14]=[CH:13][CH:12]=[CH:11][CH:10]=1.BrCC(O[CH2:46][CH3:47])=O.[CH3:48]N(C)C=O>C(OCC)(=O)C.O>[C:8]([NH:27][C:28]1[S:29][CH:30]=[C:31]([C:33](=[N:39][O:40][CH:48]([CH2:46][CH3:47])[C:1]([OH:2])=[O:4])[C:34]([O:36][CH2:37][CH3:38])=[O:35])[N:32]=1)([C:21]1[CH:26]=[CH:25][CH:24]=[CH:23][CH:22]=1)([C:15]1[CH:16]=[CH:17][CH:18]=[CH:19][CH:20]=1)[C:9]1[CH:14]=[CH:13][CH:12]=[CH:11][CH:10]=1 |f:0.1.2|. Procedure details: 8.28 g of pure potassium carbonate were added under argon to a mixture of 9.88 g of the hydrochloride of ethyl 2-(2-tritylamino-4-thiazolyl)-2-hydroxyimino-acetate in 25 ml of dry dimethylformamide and the mixture was stirred for 15 minutes and was then cooled for 10 minutes on a methanol-ice bath. 11.2 ml of ethyl bromacetate were added dropwise over 5 minutes and spontaneous heating occurred with stirring under an inert atmosphere. The mixture was poured into a mixture of 400 ml of water and 8... Starting materials: ClC=1C=NC=CC1C1=NC(=C(C=C1C1=C(C=NC=C1)F)N)N (3-chloro-3″-fluoro-4,2′:3′,4″-terpyridine-5′,6′-diamine), FC1=CC=C(C(=O)Cl)C=C1 (4-fluorobenzoylchloride), ClC=1C=NC=CC1C1=NC(=C(C=C1C1=C(C=NC=C1)F)N)N (3-chloro-3″-fluoro-4,2′:3′,4″-terpyridine-5′,6′-diamine). Product: ClC=1C=NC=CC1C1=C(C=C2C(=N1)NC(=N2)C2=CC=C(C=C2)F)C2=C(C=NC=C2)F (5-(3-Chloropyridin-4-yl)-2-(4-fluorophenyl)-6-(3-fluoropyridin-4-yl)-3H-imidazo[4,5-b]pyridine), solid. Isolated yield 12.0%. Reaction SMILES: [F:1][C:2]1[CH:10]=[CH:9][C:5]([C:6](Cl)=O)=[CH:4][CH:3]=1.[Cl:11][C:12]1[CH:13]=[N:14][CH:15]=[CH:16][C:17]=1[C:18]1[C:23]([C:24]2[CH:29]=[CH:28][N:27]=[CH:26][C:25]=2[F:30])=[CH:22][C:21]([NH2:31])=[C:20]([NH2:32])[N:19]=1>>[Cl:11][C:12]1[CH:13]=[N:14][CH:15]=[CH:16][C:17]=1[C:18]1[N:19]=[C:20]2[NH:32][C:6]([C:5]3[CH:9]=[CH:10][C:2]([F:1])=[CH:3][CH:4]=3)=[N:31][C:21]2=[CH:22][C:23]=1[C:24]1[CH:29]=[CH:28][N:27]=[CH:26][C:25]=1[F:30]. Procedure details: Following the same protocol as in Example 2, but using 4-fluorobenzoylchloride and 3-chloro-3″-fluoro-4,2′:3′,4″-terpyridine-5′,6′-diamine (Intermediate 8), the title compound was obtained as a white solid (13 mg, 12%).